describe an organic reaction: reactants, conditions, products, and yield From a dataset of the Open Reaction Database (ORD), a public repository of structured organic reaction records. Reaction SMILES: [Br:1][C:2]1[CH:7]=[C:6]([C:8]2[S:9][CH:10]=[CH:11][C:12]=2[Br:13])[C:5]([Br:14])=[CH:4][C:3]=1[C:15]1[S:16][CH:17]=[CH:18][C:19]=1[Br:20].C1COCC1.C([N-]C(C)C)(C)C.[Li+].Cl[Si:35]([CH3:38])([CH3:37])[CH3:36]>O1CCCC1.CCCCCCC.C(C1C=CC=CC=1)C.O.CO>[Br:14][C:5]1[CH:4]=[C:3]([C:15]2[S:16][C:17]([Si:35]([CH3:38])([CH3:37])[CH3:36])=[CH:18][C:19]=2[Br:20])[C:2]([Br:1])=[CH:7][C:6]=1[C:8]1[S:9][C:10]([Si:35]([CH3:38])([CH3:37])[CH3:36])=[CH:11][C:12]=1[Br:13] |f:2.3,5.6.7|. The product is BrC1=C(C=C(C(=C1)C=1SC(=CC1Br)[Si](C)(C)C)Br)C=1SC(=CC1Br)[Si](C)(C)C (2,2′-(2,5-dibromobenzene-1,4-diyl)bis(3-bromo-5-trimethylsilyl-thiophene)). The reactants are Cl[Si](C)(C)C (chlorotrimethylsilane), BrC1=C(C=C(C(=C1)C=1SC=CC1Br)Br)C=1SC=CC1Br (2,2′-(2,5-dibromobenzene-1,4-diyl)bis(3-bromothiophene)), C1CCOC1 (THF), solution, C(C)(C)[N-]C(C)C.[Li+] (lithium diisopropylamide). Procedure: A oven dried 1000 cm3 three neck flask is charged with 2,2′-(2,5-dibromobenzene-1,4-diyl)bis(3-bromothiophene) (12.00 g, 21.51 mmol) and anhydrous THF (430 cm3). The reaction is cooled down to −78° C. using a acetone dry ice bath, and then a 2.0M solution (22.0 cm3, 44.1 mmol) of lithium diisopropylamide in tetrahydrofuran/heptane/ethylbenzene is added dropwise. After the addition completion, the reaction mixture is kept at 78° C. for a hour, and then chlorotrimethylsilane (6.00 cm3, 47.3 mmol) ... Isolated yield 74.0%. The solvent is O (water), CO (methanol), O1CCCC1.CCCCCCC.C(C)C1=CC=CC=C1 (tetrahydrofuran heptane ethylbenzene). Reaction conditions: temperature -78 celsius, time 8 hour. Reactants: CC=1OC(=CC1C(=O)OCC)C1=CC=CC=C1 (ethyl 2-methyl-5-phenyl-3-furancarboxylate), [H-].[Al+3].[Li+].[H-].[H-].[H-] (lithium aluminum hydride), O (water), Cl (hydrochloric acid). The solvent is O1CCCC1 (tetrahydrofuran), O1CCCC1 (tetrahydrofuran). Conditions: temperature 0 celsius, time 30 minute. Yields the product CC=1OC(=CC1CO)C1=CC=CC=C1 ((2-methyl-5-phenylfuran-3-yl)methanol). Isolated yield 100.9%. RXN SMILES: [CH3:1][C:2]1[O:3][C:4]([C:12]2[CH:17]=[CH:16][CH:15]=[CH:14][CH:13]=2)=[CH:5][C:6]=1[C:7](OCC)=[O:8].[H-].[Al+3].[Li+].[H-].[H-].[H-].Cl.O>O1CCCC1>[CH3:1][C:2]1[O:3][C:4]([C:12]2[CH:17]=[CH:16][CH:15]=[CH:14][CH:13]=2)=[CH:5][C:6]=1[CH2:7][OH:8] |f:1.2.3.4.5.6|. Reported procedure: A solution of ethyl 2-methyl-5-phenyl-3-furancarboxylate (5.7 g) in tetrahydrofuran (30 mL) was added dropwise to a suspension of lithium aluminum hydride (1.0 g) in tetrahydrofuran (30 mL) at 0° C. and, after the completion of the dropwise addition, the mixture was stirred at 0° C. for 30 min. The reaction mixture was treated with 1N hydrochloric acid, poured into water, and the mixture was extracted with ethyl acetate. The organic layer was washed with saturated brine, and dried over magnesium... Starting materials: B(Br)(Br)Br (BBr3), C(Cl)Cl (CH2Cl2), C(C)NC([O-])=O.COC=1C=CC=2C(C3C(CNC3)C2C1)C (N-Ethylcarbamate 5-methoxy-8-methyl-1,2,3,3a,8,8a-hexahydroindeno[1,2-c]pyrrole). Run at time 8 hour. The product is C(C)NC([O-])=O.OC=1C=CC=2C(C3C(CNC3)C2C1)C (N-Ethylcarbamate 5-hydroxy-8-methyl-1,2,3,3a,8,8a-hexahydroindeno[1,2-c]pyrrole). RXN SMILES: B(Br)(Br)Br.C(Cl)Cl.[CH2:8]([NH:10][C:11](=[O:13])[O-:12])[CH3:9].C[O:15][C:16]1[CH:17]=[CH:18][C:19]2[CH:20]([CH3:28])[CH:21]3[CH2:25][NH:24][CH2:23][CH:22]3[C:26]=2[CH:27]=1>>[CH2:8]([NH:10][C:11](=[O:12])[O-:13])[CH3:9].[OH:15][C:16]1[CH:17]=[CH:18][C:19]2[CH:20]([CH3:28])[CH:21]3[CH2:25][NH:24][CH2:23][CH:22]3[C:26]=2[CH:27]=1 |f:2.3,4.5|. Reported procedure: BBr3 in CH2Cl2 (1.1 mL, 1.1 mmol, 1 M) was added to a solution of N-Ethylcarbamate-5-methoxy-8-methyl-1,2,3,3a,8,8a-hexahydroindeno[1,2-c]pyrrole (from Example 2, Step A) (100 mg, 0.36 mmol) at 0° C. The reaction mixture was stirred overnight from 0° C. to room temperature and quenched with H2O. The solution was filtered through an Extrelut column, the column was washed with CH2Cl2, and the filtrate was concentrated. The crude product was obtained without further purification. MS calculated for ... The product is COC=1N=C2C(=CC=NC2=CC1)C1=CC=C(C=N1)CC#N ([6-(6-methoxy[1,5]naphthyridin-4-yl)pyridin-3-yl]acetonitrile). Solvent: CCO (EtOH), O (H2O). Reactants: BrCC=1C=CC(=NC1)C=1C=CN=C2C=CC(=NC12)OC (8-(5-bromomethylpyridin-2-yl)-2-methoxy[1,5]naphthyridine), [C-]#N.[K+] (KCN). Yield: 64.9%. Reaction conditions: time 1.5 hour. RXN SMILES: Br[CH2:2][C:3]1[CH:4]=[CH:5][C:6]([C:9]2[CH:10]=[CH:11][N:12]=[C:13]3[C:18]=2[N:17]=[C:16]([O:19][CH3:20])[CH:15]=[CH:14]3)=[N:7][CH:8]=1.[C-:21]#[N:22].[K+]>CCO.O>[CH3:20][O:19][C:16]1[N:17]=[C:18]2[C:13](=[CH:14][CH:15]=1)[N:12]=[CH:11][CH:10]=[C:9]2[C:6]1[N:7]=[CH:8][C:3]([CH2:2][C:21]#[N:22])=[CH:4][CH:5]=1 |f:1.2|. Reported procedure: To a stirred solution of 8-(5-bromomethylpyridin-2-yl)-2-methoxy[1,5]naphthyridine (0.70 g, 2.12 mmole), in EtOH (50 mL) at 60° C. was added KCN (0.21 g, 3.18 mmole) in H2O (3 mL). After 1.5 h, the reaction contents were cooled to RT and concentrated under vacuum. The aqueous residue was dissolved in EtOAc and washed with H2O, and dried over Na2SO4. Concentration under vacuum and purification on silica (EtOAc) afforded the title compound (0.38 g, 65%) as light yellow solid: LC-MS (ES) m/e 277 (M... Reactants: ClCCCl, Cc1nc(Cl)c(C(=O)O)[nH]1, N#Cc1cc(Cl)cc(Oc2c(F)ccc(CN)c2Cl)c1, CN(C)C=O, On1nnc2ccccc21. Product: Cc1nc(Cl)c(C(=O)NCc2ccc(F)c(Oc3cc(Cl)cc(C#N)c3)c2Cl)[nH]1. RXN SMILES: [CH2:31]([Cl:32])[CH2:33][Cl:34].[Cl:21][c:22]1[n:23][c:24]([CH3:30])[nH:25][c:26]1[C:27](=[O:28])[OH:29].[NH2:1][CH2:2][c:3]1[c:4]([Cl:20])[c:5]([O:10][c:11]2[cH:12][c:13]([C:14]#[N:15])[cH:16][c:17]([Cl:19])[cH:18]2)[c:6]([F:9])[cH:7][cH:8]1.[O:45]=[CH:46][N:47]([CH3:48])[CH3:49].[OH:35][n:36]1[c:37]2[c:38]([cH:39][cH:40][cH:41][cH:42]2)[n:43][n:44]1>>[NH:1]([CH2:2][c:3]1[c:4]([Cl:20])[c:5]([O:10][c:11]2[cH:12][c:13]([C:14]#[N:15])[cH:16][c:17]([Cl:19])[cH:18]2)[c:6]([F:9])[cH:7][cH:8]1)[C:27]([c:26]1[c:22]([Cl:21])[n:23][c:24]([CH3:30])[nH:25]1)=[O:28]. Reactants: CC1(C(C(CC1)(C)C)CBr)C (2,2,5,5-Tetramethyl-1-cyclopentylmethyl bromide), [Mg] (magnesium), Grignard reagent, alkyl bromide, [Mg] (magnesium), C(=O)(OC(C)(C)C)NC(C=O)(C)C (N-Boc-2-amino-2-methylpropanal). Run in CCOCC (ether). Reaction conditions: time 8 hour. The product is C(=O)(OC(C)(C)C)NC(C)(C=CC1C(CCC1(C)C)(C)C)C (N-Boc-2-amino-2-methyl-4-(2,2,5,5-tetramethyl-1-cyclopentyl)butene). Reaction SMILES: [CH3:1][C:2]1([CH3:11])[CH2:6][CH2:5][C:4]([CH3:8])([CH3:7])[CH:3]1[CH2:9]Br.[Mg].[C:13]([NH:20][C:21]([CH3:25])([CH3:24])[CH:22]=O)([O:15][C:16]([CH3:19])([CH3:18])[CH3:17])=[O:14]>CCOCC>[C:13]([NH:20][C:21]([CH3:25])([CH:24]=[CH:9][CH:3]1[C:2]([CH3:11])([CH3:1])[CH2:6][CH2:5][C:4]1([CH3:8])[CH3:7])[CH3:22])([O:15][C:16]([CH3:17])([CH3:18])[CH3:19])=[O:14]. Procedure details: A solution of 2,2,5,5-Tetramethyl-1-cyclopentylmethyl bromide in ether is added slowly to magnesium turnings until the Grignard reagent beings to form. The remainder of the alkyl bromide is then added and the mixture is stirred until all of the magnesium has dissolved. At 0° C. a solution of N-Boc-2-amino-2-methylpropanal is then added and the mixture is stirred overnight. The reaction is quenched with 1M HCl, extracted with ether and the extracts are evaporated. The residue dissolves in dioxane...